From a dataset of the Open Reaction Database (ORD), a public repository of structured organic reaction records. describe an organic reaction: reactants, conditions, products, and yield The reactants are C(C)OC([C@H](CC1=CC=C(C=C1)OCCCCOC1=CC=C(C=C1)OC1=CC=CC=C1)OC)=O ((2S)-2-Methoxy-3-{4-[4-(4-phenoxy-phenoxy)-butoxy]-phenyl}-propionic acid ethyl ester), [Li+].[OH-] (LiOH). The product is CO[C@H](C(=O)O)CC1=CC=C(C=C1)OCCCCOC1=CC=C(C=C1)OC1=CC=CC=C1 ((2S)-2-Methoxy-3-{4-[4-(4-phenoxy-phenoxy)-butoxy]-phenyl}-propionic acid). As a reaction SMILES: C([O:3][C:4](=[O:34])[C@@H:5]([O:32][CH3:33])[CH2:6][C:7]1[CH:12]=[CH:11][C:10]([O:13][CH2:14][CH2:15][CH2:16][CH2:17][O:18][C:19]2[CH:24]=[CH:23][C:22]([O:25][C:26]3[CH:31]=[CH:30][CH:29]=[CH:28][CH:27]=3)=[CH:21][CH:20]=2)=[CH:9][CH:8]=1)C.[Li+].[OH-]>>[CH3:33][O:32][C@@H:5]([CH2:6][C:7]1[CH:8]=[CH:9][C:10]([O:13][CH2:14][CH2:15][CH2:16][CH2:17][O:18][C:19]2[CH:20]=[CH:21][C:22]([O:25][C:26]3[CH:31]=[CH:30][CH:29]=[CH:28][CH:27]=3)=[CH:23][CH:24]=2)=[CH:11][CH:12]=1)[C:4]([OH:34])=[O:3] |f:1.2|. Procedure details: The title compound was prepared from (2S)-2-Methoxy-3-{4-[4-(4-phenoxy-phenoxy)-butoxy]-phenyl}-propionic acid ethyl ester, from Step A under the Standard hydrolysis procedure C. (LiOH). 1H-NMR (200.15 MHz, CDCl3): 7.4–7.2 (m, 2H), 7.15 (d, 2H, J=8.6), 7.1–6.7 (m, 9H), 4.0–3.9 (m, 5H), 3.34 (s, 3H), 3.08 (dd, 1H, J=14.0, 4.0), 2.93 (dd, 1H, J=14.0, 7.8), 2.1–1.9 (m, 4H) ppm. Starting materials: CCC(C)C(C(=O)OC(C)(C)C)N1CCNC1=O, Cl, C1CCOC1. Product: CCC(C)C(C(=O)O)N1CCNC1=O. Reaction SMILES: [C:1]([CH3:2])([CH3:3])([CH3:4])[O:5][C:6]([CH:7]([CH:8]([CH2:9][CH3:10])[CH3:11])[N:12]1[C:13](=[O:17])[NH:14][CH2:15][CH2:16]1)=[O:18].[ClH:19].[O:20]1[CH2:21][CH2:22][CH2:23][CH2:24]1>>[O:5]=[C:6]([CH:7]([CH:8]([CH2:9][CH3:10])[CH3:11])[N:12]1[C:13](=[O:17])[NH:14][CH2:15][CH2:16]1)[OH:18]. The reactants are C(C)(C)C=1C=CC(=NC1)S(=O)(=O)NC1=C(C(=NC(=N1)N1CCOCC1)OCCOC(NC1=NC=CC=C1)=O)OC1=C(C=CC=C1)OC (pyridin-2-yl-carbamic acid 2-[6-(5-isopropyl-pyridine-2-sulfonylamino)-5-(2-methoxy-phenoxy)-2-morpholin-4-yl-pyrimidin-4-yloxy]-ethyl ester), [Cl-].[NH4+] (ammonium chloride), [N-]=[N+]=[N-].[Na+] (sodium azide). Yields the product OCCOC1=C(C(=NC(=N1)C1=CC(=NC=C1)C1=NN=NN1)NS(=O)(=O)C1=NC=C(C=C1)C(C)C)OC1=C(C=CC=C1)OC (5-isopropyl-pyridine-2-sulfonic acid {6-(2-hydroxy-ethoxy)-5-(2-methoxy-phenoxy)-2-[2-(1H-tetrazol-5-yl)-pyridin-4-yl]-pyrimidin-4-yl}-amide). RXN SMILES: [CH:1]([C:4]1[CH:5]=[CH:6][C:7]([S:10]([NH:13][C:14]2[N:19]=[C:18](N3CCOCC3)[N:17]=[C:16]([O:26][CH2:27][CH2:28][O:29]C(=O)NC3C=CC=CN=3)[C:15]=2[O:39][C:40]2[CH:45]=[CH:44][CH:43]=[CH:42][C:41]=2[O:46][CH3:47])(=[O:12])=[O:11])=[N:8][CH:9]=1)([CH3:3])[CH3:2].[Cl-].[NH4+:49].[N-:50]=[N+:51]=[N-:52].[Na+]>>[OH:29][CH2:28][CH2:27][O:26][C:16]1[N:17]=[C:18]([C:4]2[CH:1]=[CH:2][N:49]=[C:6]([C:7]3[NH:8][N:52]=[N:51][N:50]=3)[CH:5]=2)[N:19]=[C:14]([NH:13][S:10]([C:7]2[CH:6]=[CH:5][C:4]([CH:1]([CH3:3])[CH3:2])=[CH:9][N:8]=2)(=[O:12])=[O:11])[C:15]=1[O:39][C:40]1[CH:45]=[CH:44][CH:43]=[CH:42][C:41]=1[O:46][CH3:47] |f:1.2,3.4|. Reported procedure: reacting the product of step f) with ammonium chloride and sodium azide to form 5-isopropyl-pyridine-2-sulfonic acid {6-(2-hydroxy-ethoxy)-5-(2-methoxy-phenoxy)-2-[2-(1H-tetrazol-5-yl)-pyridin-4-yl]-pyrimidin-4-yl}-amide. The reactants are C([O-])([O-])=O.[K+].[K+] (Potassium carbonate), C1(=CC=CC=C1)S(=O)(=O)N1C(=CC=2C1=NC=C(C2)O)C(=CC2CCCC2)C2=CC=C(C=C2)S(=O)(=O)C (1-benzenesulfonyl-2-[2-cyclopentyl-1-(4-methanesulfonyl-phenyl)-vinyl]-1H-pyrrolo[2,3-b]pyridin-5-ol), Cl.CN(CCCl)C (2-Dimethylaminoethyl chloride hydrochloride). Run in C(C)(=O)OCC (ethyl acetate), CN(C=O)C (N,N-dimethylformamide). Run at temperature 80 celsius. Yields the product C1(=CC=CC=C1)S(=O)(=O)N1C(=CC=2C1=NC=C(C2)OCCN(C)C)C(=CC2CCCC2)C2=CC=C(C=C2)S(=O)(=O)C ((2-{1-benzenesulfonyl-2-[2-cyclopentyl-1-(4-methanesulfonyl-phenyl)-vinyl]-1H-pyrrolo[2,3-b]pyridin-5-yloxy}-ethyl)-dimethyl-amine). Yield: 99.9%. As a reaction SMILES: C(=O)([O-])[O-].[K+].[K+].[C:7]1([S:13]([N:16]2[C:20]3=[N:21][CH:22]=[C:23]([OH:25])[CH:24]=[C:19]3[CH:18]=[C:17]2[C:26]([C:33]2[CH:38]=[CH:37][C:36]([S:39]([CH3:42])(=[O:41])=[O:40])=[CH:35][CH:34]=2)=[CH:27][CH:28]2[CH2:32][CH2:31][CH2:30][CH2:29]2)(=[O:15])=[O:14])[CH:12]=[CH:11][CH:10]=[CH:9][CH:8]=1.Cl.[CH3:44][N:45]([CH3:49])[CH2:46][CH2:47]Cl>CN(C)C=O.C(OCC)(=O)C>[C:7]1([S:13]([N:16]2[C:20]3=[N:21][CH:22]=[C:23]([O:25][CH2:47][CH2:46][N:45]([CH3:49])[CH3:44])[CH:24]=[C:19]3[CH:18]=[C:17]2[C:26]([C:33]2[CH:34]=[CH:35][C:36]([S:39]([CH3:42])(=[O:40])=[O:41])=[CH:37][CH:38]=2)=[CH:27][CH:28]2[CH2:32][CH2:31][CH2:30][CH2:29]2)(=[O:14])=[O:15])[CH:12]=[CH:11][CH:10]=[CH:9][CH:8]=1 |f:0.1.2,4.5|. Reported procedure: Potassium carbonate (410 mg, 2.97 mmol) was added to a solution of 1-benzenesulfonyl-2-[2-cyclopentyl-1-(4-methanesulfonyl-phenyl)-vinyl]-1H-pyrrolo[2,3-b]pyridin-5-ol (prepared as in Example 13, 310 mg, 0.59 mmol) in N,N-dimethylformamide (2 mL) at room temperature for 30 min. 2-Dimethylaminoethyl chloride hydrochloride (85.6 mg, 0.59 mmol) was then added. The mixture was heated at 80° C. for 1 h. The resulting reaction mixture was diluted with ethyl acetate (150 mL), washed with brine, dried o... Reactants: C(=O)C1=CC=C(S1)C(=O)O (5-formyl-2-thiophene carboxylic acid), OC1=C(C=C(C(=N)NO)C=C1C)C (4,N-dihydroxy-3,5-dimethyl-benzamidine). Product: OC1=C(C=C(C=C1C)C1=NOC(=N1)C1=CC=C(S1)C=O)C (5-[3-(4-Hydroxy-3,5-dimethyl-phenyl)-[1,2,4]oxadiazol-5-yl]-thiophene-2-carbaldehyde). The yield is 15.5%. Reaction SMILES: [CH:1]([C:3]1[S:7][C:6]([C:8]([OH:10])=O)=[CH:5][CH:4]=1)=[O:2].[OH:11][C:12]1[C:21]([CH3:22])=[CH:20][C:15]([C:16]([NH:18]O)=[NH:17])=[CH:14][C:13]=1[CH3:23]>>[OH:11][C:12]1[C:13]([CH3:23])=[CH:14][C:15]([C:16]2[N:17]=[C:8]([C:6]3[S:7][C:3]([CH:1]=[O:2])=[CH:4][CH:5]=3)[O:10][N:18]=2)=[CH:20][C:21]=1[CH3:22]. Procedure: The title compound (140 mg) is prepared from 5-formyl-2-thiophene carboxylic acid (468 mg, 3.0 mmol) and 4,N-dihydroxy-3,5-dimethyl-benzamidine (540 mg, 3.0 mmol) according to Method A; LC-MS: tR=1.01 min; [M+1]+=301.04; 1H NMR (D6-DMSO): δ2.24 (s, 6H), 7.64 (s, 2H), 8.17 (s, 2H), 8.99 (s, 1H), 10.06 (s, 1H). Starting materials: C(=O)[O-].[NH4+] (Ammonium formate), C(C1=CC=CC=C1)ONC(CC1(N(C(N(C1=O)CCC1=CC=CC=C1)=O)C)CC(C)C)=O (N-benzyloxy-3-methyl-4-(2-methylpropyl)-2,5-dioxo-1-(2-phenylethyl)-4-imidazolidineacetamide), C(=O)[O-].[NH4+] (ammonium formate). Reagents/catalysts: [Pd] (Pd/C). Run in CCO (EtOH). Conditions: time 5.5 hour. Yields the product ONC(CC1(N(C(N(C1=O)CCC1=CC=CC=C1)=O)C)CC(C)C)=O (N-Hydroxy-3-methyl-4-(2-methylpropyl)-2,5-dioxo-1-(2-phenylethyl)-4-imidazolidineacetamide). The yield is 89.5%. Reaction SMILES: C([O-])=O.[NH4+].C([O:12][NH:13][C:14](=[O:36])[CH2:15][C:16]1([CH2:32][CH:33]([CH3:35])[CH3:34])[C:20](=[O:21])[N:19]([CH2:22][CH2:23][C:24]2[CH:29]=[CH:28][CH:27]=[CH:26][CH:25]=2)[C:18](=[O:30])[N:17]1[CH3:31])C1C=CC=CC=1>[Pd].CCO>[OH:12][NH:13][C:14](=[O:36])[CH2:15][C:16]1([CH2:32][CH:33]([CH3:34])[CH3:35])[C:20](=[O:21])[N:19]([CH2:22][CH2:23][C:24]2[CH:29]=[CH:28][CH:27]=[CH:26][CH:25]=2)[C:18](=[O:30])[N:17]1[CH3:31] |f:0.1|. Reported procedure: Ammonium formate (59.0 mg, 0.936 mmol) is added to a mixture of N-benzyloxy-3-methyl-4-(2-methylpropyl)-2,5-dioxo-1-(2-phenylethyl)-4-imidazolidineacetamide (91.0 mg, 0.208 mmol), EtOH (2.5 mL), and 10% Pd/C (15 mg). The mixture is stirred at room temperature for 5.5 hours. Additional ammonium formate (35.0 mg, 0.555 mmol) is added after 2.5 hours. The mixture is filtered, the solids washed with MeOH (3×15 mL) and CHCl3 (3×15 mL), and the filtrate concentrated. The residue was taken up into CHCl... The reactants are C(C)(C)(C)OC(NC(CC1=CNC2=C(C=CC=C12)O)(C)C)=O ([2-(7-hydroxy-1H-indol-3-yl)-1,1-dimethyl-ethyl]-carbamic acid tert-butyl ester), BrCC#N (bromoacetonitrile), C(=O)([O-])[O-].[K+].[K+] (K2CO3). Run in CC(CC)=O (2-butanone). Conditions: time 1 hour. Product: C(C)(C)(C)OC(NC(CC1=CNC2=C(C=CC=C12)OCC#N)(C)C)=O ([2-(7-cyanomethoxy-1H-indol-3-yl)-1,1-dimethyl-ethyl]-carbamic acid tert-butyl ester). The yield is 86.5%. As a reaction SMILES: [C:1]([O:5][C:6](=[O:22])[NH:7][C:8]([CH3:21])([CH3:20])[CH2:9][C:10]1[C:18]2[C:13](=[C:14]([OH:19])[CH:15]=[CH:16][CH:17]=2)[NH:12][CH:11]=1)([CH3:4])([CH3:3])[CH3:2].Br[CH2:24][C:25]#[N:26].C([O-])([O-])=O.[K+].[K+]>CC(=O)CC>[C:1]([O:5][C:6](=[O:22])[NH:7][C:8]([CH3:21])([CH3:20])[CH2:9][C:10]1[C:18]2[C:13](=[C:14]([O:19][CH2:24][C:25]#[N:26])[CH:15]=[CH:16][CH:17]=2)[NH:12][CH:11]=1)([CH3:4])([CH3:2])[CH3:3] |f:2.3.4|. Reported procedure: A mixture of [2-(7-hydroxy-1H-indol-3-yl)-1,1-dimethyl-ethyl]-carbamic acid tert-butyl ester (15.55 g, 51.1 mmol), bromoacetonitrile (10.7 mL, 153 mmol), K2CO3 (17.78 g, 128.6 mmol) and 2-butanone is heated to reflux. After 1 hour the mixture is allowed to cool and is filtered through celite. The filtrate is concentrated to an oil which is purified by flash chromatography with CH2Cl2 followed by 5% ethyl acetate/CH2Cl2 to give 15.18 g of [2-(7-cyanomethoxy-1H-indol-3-yl)-1,1-dimethyl-ethyl]-carb... Starting materials: C=CCCCC1CCCC1OC(C)=O, CO. Product: C=CCCCC1CCCC1O. RXN SMILES: [C:1](=[O:2])([CH3:3])[O:4][CH:5]1[CH:6]([CH2:10][CH2:11][CH2:12][CH:13]=[CH2:14])[CH2:7][CH2:8][CH2:9]1.[CH3:15][OH:16]>>[OH:4][CH:5]1[CH:6]([CH2:10][CH2:11][CH2:12][CH:13]=[CH2:14])[CH2:7][CH2:8][CH2:9]1. The reactants are COC([C@H](CC1=CC=C(C=C1)Br)NC(=O)C=1C=C(C=CC1O)C1=CC=C(C=C1)C(F)(F)F)=O (3-(4-bromo-phenyl)-(2S)-[(4′-trifluoromethyl-4-hydroxy-biphenyl-3-carbonyl)-amino]-propionic acid methyl ester), FC(C=1C=C(C=CC1)B(O)O)(F)F (3-trifluoromethyl-phenyl boronic acid). The product is COC([C@H](CC1=CC=C(C=C1)C1=CC(=CC=C1)C(F)(F)F)NC(=O)C=1C=C(C=CC1O)C1=CC=C(C=C1)C(F)(F)F)=O (3-(3′-Trifluoromethyl-biphenyl-4-yl)-(2S)-[(4′-trifluoromethyl-4-hydroxy-biphenyl-3-carbonyl)-amino]-propionic acid methyl ester). The yield is 49.7%. Reaction SMILES: [CH3:1][O:2][C:3](=[O:33])[C@@H:4]([NH:13][C:14]([C:16]1[CH:17]=[C:18]([C:23]2[CH:28]=[CH:27][C:26]([C:29]([F:32])([F:31])[F:30])=[CH:25][CH:24]=2)[CH:19]=[CH:20][C:21]=1[OH:22])=[O:15])[CH2:5][C:6]1[CH:11]=[CH:10][C:9](Br)=[CH:8][CH:7]=1.[F:34][C:35]([F:46])([F:45])[C:36]1[CH:37]=[C:38](B(O)O)[CH:39]=[CH:40][CH:41]=1>>[CH3:1][O:2][C:3](=[O:33])[C@@H:4]([NH:13][C:14]([C:16]1[CH:17]=[C:18]([C:23]2[CH:28]=[CH:27][C:26]([C:29]([F:32])([F:31])[F:30])=[CH:25][CH:24]=2)[CH:19]=[CH:20][C:21]=1[OH:22])=[O:15])[CH2:5][C:6]1[CH:11]=[CH:10][C:9]([C:40]2[CH:39]=[CH:38][CH:37]=[C:36]([C:35]([F:46])([F:45])[F:34])[CH:41]=2)=[CH:8][CH:7]=1. Procedure: The resin-bound 3-(4-bromo-phenyl)-(2S)-[(4′-trifluoromethyl-4-hydroxy-biphenyl-3-carbonyl)-amino]-propionic acid methyl ester (50 mg, 0.1 mmol) prepared as described in above Example 44 was reacted with 3-trifluoromethyl-phenyl boronic acid (57.2 mg, 0.3 mmol) by following as generally described in Example 44 to give title compound (29.2 mg, 50%). LC/MS (m/z): 588 (M+1)+. The reactants are C(C)(C)(C)OC(=O)N1C[C@H]([C@@H](CCC1)OC(C1=CC=C(C=C1)OC1OCCCC1)=O)NC(C1=CC=C(C=C1)OC1OCCCC1)=O ((3R,4R)-3-[4-(Tetrahydro-pyran-2-yloxy)-benzoylamino]-4-[4-(tetrahydro-pyran-2-yloxy)-benzoyloxy]-azepane-1-carboxylic acid tert-butyl ester), Cl (HCl). The solvent is C(OC)COC (dimethoxyethane), C(C)(C)O (i-Pr-OH). Conditions: temperature 0 celsius, time 24 hour. The product is Cl.OC1=CC=C(C(=O)N[C@@H]2CNCCC[C@H]2OC(C2=CC=C(C=C2)O)=O)C=C1 (4-Hydroxy-benzoic acid (3R,4R)-3-(4-hydroxy-benzoylamino)-azepan-4-yl ester hydrochloride). Isolated yield 95.0%. Reaction SMILES: C(OC([N:8]1[CH2:14][CH2:13][CH2:12][C@@H:11]([O:15][C:16](=[O:30])[C:17]2[CH:22]=[CH:21][C:20]([O:23]C3CCCCO3)=[CH:19][CH:18]=2)[C@H:10]([NH:31][C:32](=[O:46])[C:33]2[CH:38]=[CH:37][C:36]([O:39]C3CCCCO3)=[CH:35][CH:34]=2)[CH2:9]1)=O)(C)(C)C.[ClH:47]>C(COC)OC.C(O)(C)C>[ClH:47].[OH:39][C:36]1[CH:35]=[CH:34][C:33]([C:32]([NH:31][C@H:10]2[C@H:11]([O:15][C:16](=[O:30])[C:17]3[CH:22]=[CH:21][C:20]([OH:23])=[CH:19][CH:18]=3)[CH2:12][CH2:13][CH2:14][NH:8][CH2:9]2)=[O:46])=[CH:38][CH:37]=1 |f:4.5|. Procedure: 108.9 g (3R,4R)-3-[4-(Tetrahydro-pyran-2-yloxy)-benzoylamino]-4-[4-(tetrahydro-pyran-2-yloxy)-benzoyloxy]-azepane-1-carboxylic acid tert-butyl ester (mixture of 4 diast.) was dissolved in 200 ml of a 2N dimethoxyethane and i-Pr-OH (1:1) HCl solution at 0° C. The solution was kept at room temperature for 24 h. The deprotected azepine crystallized, and the reaction mixture was cooled to 0° C. before filtration. The white crystals were washed with dry ether then dissolved in pure water. The water s...